This data is from the Open Reaction Database (ORD), a public repository of structured organic reaction records. The task is: describe an organic reaction: reactants, conditions, products, and yield Reactants: FC1=C(C=C(C2=C1C=CO2)B(O)O)F (4,5-difluorobenzofur-7-ylboronic acid), C(C)(C)(C)OC(=O)N1C(CC(=CC1)OS(=O)(=O)C(F)(F)F)C (1-(tert-butoxycarbonyl)-2-methyl-4-trifluoromethanesulfonyloxy-1,2,3,6-tetrahydropyridine), P(=O)([O-])([O-])[O-].[K+].[K+].[K+] (potassium phosphate), O=O (oxygen). Reagents/catalysts: C1(=CC=CC=C1)P(C1=CC=CC=C1)(C1=CC=CC=C1)[Pd](P(C1=CC=CC=C1)(C1=CC=CC=C1)C1=CC=CC=C1)(P(C1=CC=CC=C1)(C1=CC=CC=C1)C1=CC=CC=C1)P(C1=CC=CC=C1)(C1=CC=CC=C1)C1=CC=CC=C1 (tetrakis(triphenylphosphino)palladium). Solvent: O1CCCC1 (tetrahydrofuran), C(C)OCC (diethyl ether). Product: C(C)(C)(C)OC(=O)N1C(CC(=CC1)C1=CC(=C(C=2C=COC21)F)F)C (1-(tert-butoxycarbonyl)-2-methyl-4-(4,5-difluorobenzofur-7-yl)-1,2,3,6-tetrahydropyridine). The yield is 73.5%. As a reaction SMILES: [F:1][C:2]1[C:7]2[CH:8]=[CH:9][O:10][C:6]=2[C:5](B(O)O)=[CH:4][C:3]=1[F:14].[C:15]([O:19][C:20]([N:22]1[CH2:27][CH:26]=[C:25](OS(C(F)(F)F)(=O)=O)[CH2:24][CH:23]1[CH3:36])=[O:21])([CH3:18])([CH3:17])[CH3:16].P([O-])([O-])([O-])=O.[K+].[K+].[K+].O=O>O1CCCC1.C1(P([Pd](P(C2C=CC=CC=2)(C2C=CC=CC=2)C2C=CC=CC=2)(P(C2C=CC=CC=2)(C2C=CC=CC=2)C2C=CC=CC=2)P(C2C=CC=CC=2)(C2C=CC=CC=2)C2C=CC=CC=2)(C2C=CC=CC=2)C2C=CC=CC=2)C=CC=CC=1.C(OCC)C>[C:15]([O:19][C:20]([N:22]1[CH2:27][CH:26]=[C:25]([C:5]2[C:6]3[O:10][CH:9]=[CH:8][C:7]=3[C:2]([F:1])=[C:3]([F:14])[CH:4]=2)[CH2:24][CH:23]1[CH3:36])=[O:21])([CH3:18])([CH3:16])[CH3:17] |f:2.3.4.5|. Procedure: A mixture of 0.5 gm (2.53 mMol) 4,5-difluorobenzofur-7-ylboronic acid, 0.872 gm (2.53 mMol) 1-(tert-butoxycarbonyl)-2-methyl-4-trifluoromethanesulfonyloxy-1,2,3,6-tetrahydropyridine, 0.806 gm (3.8 mMol) potassium phosphate, and 0.146 gm (0.127 mMol) tetrakis(triphenylphosphino)palladium in 10 mL tetrahydrofuran was placed under vacuum and pressurized with nitrogen three times to exclude oxygen. The reaction mixture was heated at reflux for 3 hours and was then poured into 250 mL diethyl ether an... The reactants are FC1=C(C=CC(=C1)I)NC1=C(C(=O)O)C=CN=C1 (3-[(2-fluoro-4-iodophenyl)amino]isonicotinic acid), FC1=C(C=CC(=C1)I)NC1=C(C(=O)O)C=CN=C1 (3-[(2-fluoro-4-iodophenyl)amino]isonicotinic acid), FC1=CC=C(CN)C=C1 (4-fluoro-benzylamine). The product is FC1=CC=C(CNC(C2=C(C=NC=C2)NC2=C(C=C(C=C2)I)F)=O)C=C1 (N-(4-Fluoro-benzyl)-3-(2-fluoro-4-iodo-phenylamino)-isonicotinamide). RXN SMILES: [F:1][C:2]1[CH:7]=[C:6]([I:8])[CH:5]=[CH:4][C:3]=1[NH:9][C:10]1[CH:18]=[N:17][CH:16]=[CH:15][C:11]=1[C:12]([OH:14])=O.[F:19][C:20]1[CH:27]=[CH:26][C:23]([CH2:24][NH2:25])=[CH:22][CH:21]=1>>[F:19][C:20]1[CH:27]=[CH:26][C:23]([CH2:24][NH:25][C:12](=[O:14])[C:11]2[CH:15]=[CH:16][N:17]=[CH:18][C:10]=2[NH:9][C:3]2[CH:4]=[CH:5][C:6]([I:8])=[CH:7][C:2]=2[F:1])=[CH:22][CH:21]=1. Procedure: N-(4-Fluoro-benzyl)-3-(2-fluoro-4-iodo-phenylamino)-isonicotinamide was synthesized according to the procedure for General Method 1, outlined above, starting with 0.25 mmol of 3-[(2-fluoro-4-iodophenyl)amino]isonicotinic acid (intermediate 1) and 0.33 mmol of 4-fluoro-benzylamine. LC/MS [6.99 min; 466 (M+1)] The reactants are ClCCCl, CNCc1oc2ccccc2c1C, Cl, CN(C)C=O, O, On1nnc2ccccc21, O=C(O)C=Cc1cnc2c(c1)COCCN2. Yields the product Cc1c(CN(C)C(=O)C=Cc2cnc3c(c2)COCCN3)oc2ccccc12. As a reaction SMILES: [CH2:1]([Cl:2])[CH2:3][Cl:4].[CH3:32][NH:33][CH2:34][c:35]1[o:36][c:37]2[c:38]([c:39]1[CH3:40])[cH:41][cH:42][cH:43][cH:44]2.[ClH:5].[O:45]=[CH:46][N:47]([CH3:48])[CH3:49].[OH2:50].[OH:22][n:23]1[c:24]2[c:25]([cH:26][cH:27][cH:28][cH:29]2)[n:30][n:31]1.[n:6]1[cH:7][c:8]([CH:17]=[CH:18][C:19](=[O:20])[OH:21])[cH:9][c:10]2[c:11]1[NH:12][CH2:13][CH2:14][O:15][CH2:16]2>>[n:6]1[cH:7][c:8]([CH:17]=[CH:18][C:19](=[O:21])[N:33]([CH3:32])[CH2:34][c:35]2[o:36][c:37]3[c:38]([c:39]2[CH3:40])[cH:41][cH:42][cH:43][cH:44]3)[cH:9][c:10]2[c:11]1[NH:12][CH2:13][CH2:14][O:15][CH2:16]2. The reactants are C([O-])([O-])=O.[K+].[K+] (potassium carbonate), OC(C)(C=1SC=CN1)C1CN(CC1)C(=O)OC(C)(C)C (tert-Butyl 3-[1-hydroxy-1-(1,3-thiazol-2-yl)ethyl]pyrrolidine-1-carboxylate), C(C(C)(C)C)(=O)O (pivalic acid), BrC1=CC(=CC(=N1)NC1=NC=CC(=C1)C(F)(F)F)C (6-bromo-4-methyl-N-[4-(trifluoromethyl)pyridin-2-yl]pyridin-2-amine), C(CCC)P(C12CC3CC(CC(C1)C3)C2)C23CC1CC(CC(C2)C1)C3 (butyl di-1-adamantylphosphine). Reagents/catalysts: C=1C=CC(=CC1)/C=C/C(=O)/C=C/C2=CC=CC=C2.C=1C=CC(=CC1)/C=C/C(=O)/C=C/C2=CC=CC=C2.C=1C=CC(=CC1)/C=C/C(=O)/C=C/C2=CC=CC=C2.[Pd].[Pd] (tris(dibenzylideneacetone)dipalladium(0)). Solvent: CN(C(C)=O)C (N,N-dimethylacetamide). Conditions: temperature 130 celsius. The product is OC(C)(C=1SC(=CN1)C1=NC(=CC(=C1)C)NC1=NC=CC(=C1)C(F)(F)F)C1CN(CC1)C(=O)OC(C)(C)C (tert-butyl 3-{1-hydroxy-1-[5-(4-methyl-6-{[4-(trifluoromethyl)-pyridin-2-yl]amino}pyridin-2-yl)-1,3-thiazol-2-yl]ethyl}pyrrolidine-1-carboxylate). RXN SMILES: [OH:1][C:2]([CH:9]1[CH2:13][CH2:12][N:11]([C:14]([O:16][C:17]([CH3:20])([CH3:19])[CH3:18])=[O:15])[CH2:10]1)([C:4]1[S:5][CH:6]=[CH:7][N:8]=1)[CH3:3].Br[C:22]1[N:27]=[C:26]([NH:28][C:29]2[CH:34]=[C:33]([C:35]([F:38])([F:37])[F:36])[CH:32]=[CH:31][N:30]=2)[CH:25]=[C:24]([CH3:39])[CH:23]=1.C(P(C12CC3CC(CC(C3)C1)C2)C12CC3CC(CC(C3)C1)C2)CCC.C(O)(=O)C(C)(C)C.C(=O)([O-])[O-].[K+].[K+]>C1C=CC(/C=C/C(/C=C/C2C=CC=CC=2)=O)=CC=1.C1C=CC(/C=C/C(/C=C/C2C=CC=CC=2)=O)=CC=1.C1C=CC(/C=C/C(/C=C/C2C=CC=CC=2)=O)=CC=1.[Pd].[Pd].CN(C)C(=O)C>[OH:1][C:2]([CH:9]1[CH2:13][CH2:12][N:11]([C:14]([O:16][C:17]([CH3:20])([CH3:19])[CH3:18])=[O:15])[CH2:10]1)([C:4]1[S:5][C:6]([C:22]2[CH:23]=[C:24]([CH3:39])[CH:25]=[C:26]([NH:28][C:29]3[CH:34]=[C:33]([C:35]([F:36])([F:37])[F:38])[CH:32]=[CH:31][N:30]=3)[N:27]=2)=[CH:7][N:8]=1)[CH3:3] |f:4.5.6,7.8.9.10.11|. Reported procedure: tert-Butyl 3-[1-hydroxy-1-(1,3-thiazol-2-yl)ethyl]pyrrolidine-1-carboxylate (100 mg, 0.335 mmol), 6-bromo-4-methyl-N-[4-(trifluoromethyl)pyridin-2-yl]pyridin-2-amine (112 mg, 0.337 mmol), butyl di-1-adamantylphosphine (25 mg, 0.070 mmol), tris(dibenzylideneacetone)dipalladium(0) (16.3 mg, 0.018 mmol), pivalic acid (0.018 mL, 0.157 mmol), potassium carbonate (140 mg, 1.013 mmol) and N,N-dimethylacetamide (1 mL) were combined and the mixture was evacuated and purged with nitrogen 3 times then heat... Reactants: CNC(=O)c1cccc([N+](=O)[O-])c1Nc1cncc(F)c1, COC(=O)c1cccc(N)c1NC1CC1. The product is CNC(=O)c1cccc(N)c1Nc1cncc(F)c1. As a reaction SMILES: [F:16][c:17]1[cH:18][c:19]([NH:23][c:24]2[c:25]([C:26](=[O:27])[NH:28][CH3:29])[cH:30][cH:31][cH:32][c:33]2[N+:34]([O-:35])=[O:36])[cH:20][n:21][cH:22]1.[NH2:1][c:2]1[c:3]([NH:4][CH:5]2[CH2:6][CH2:7]2)[c:8]([C:12]([O:13][CH3:14])=[O:15])[cH:9][cH:10][cH:11]1>>[F:16][c:17]1[cH:18][c:19]([NH:23][c:24]2[c:25]([C:26](=[O:27])[NH:28][CH3:29])[cH:30][cH:31][cH:32][c:33]2[NH2:34])[cH:20][n:21][cH:22]1.